From a dataset of the Open Reaction Database (ORD), a public repository of structured organic reaction records. describe an organic reaction: reactants, conditions, products, and yield Procedure details: To a hot (50°) solution of the product of step B in 20 ml chloroform, 2.61 g (1.55 ml) of sulfuryl chloride is added dropwise (using a syringe) with vigorous stirring over a period of from 10 to 15 minutes. The mixture is stirred for about 7 hours at 50°. The mixture is then quenched by pouring into water. The resulting mixture is then extracted with methylene chloride. The combined extracts are washed with 10% aq. sodium bicarbonate solution then brine, dried over anh. sodium sulfate, then conc... The reactants are O=C(C(C)=O)N1CCCCC1 (1-(1,2-Dioxopropyl)-Piperidine), S(=O)(=O)(Cl)Cl (sulfuryl chloride). Product: ClCC(C(=O)N1CCCCC1)=O (1-(3-chloro-1,2-dioxopropyl)-piperidine). Run in C(Cl)(Cl)Cl (chloroform). Run at time 12.5 minute. As a reaction SMILES: [O:1]=[C:2]([N:6]1[CH2:11][CH2:10][CH2:9][CH2:8][CH2:7]1)[C:3](=[O:5])[CH3:4].S(Cl)([Cl:15])(=O)=O>C(Cl)(Cl)Cl>[Cl:15][CH2:4][C:3](=[O:5])[C:2]([N:6]1[CH2:11][CH2:10][CH2:9][CH2:8][CH2:7]1)=[O:1]. Reactants: COc2ccnc(c1cc(OC)ccn1)c2 (substrate), Cc1ccc([Mg]Br)cc1 (effective_coupling_partner). The reagents and catalysts are C1-CDC. Conditions: temperature 100 celsius, time 12 hour. The product is Cc4ccc(c3ccnc(c2cc(c1ccc(C)cc1)ccn2)c3)cc4. Starting materials: CC1N(CC(C1)C)CCCN (2,4-Dimethyl-1-(3-aminopropyl) pyrrolidine), ClC1=C(C=C(C=C1)Cl)S(=O)(=O)Cl (2,5-dichlorobenzenesulphonylchloride). The solvent is C1=CC=CC=C1 (benzene), C1=CC=CC=C1 (benzene). Conditions: time 4 day. The product is CC1N(CC(C1)C)CCCNS(=O)(=O)C1=C(C=CC(=C1)Cl)Cl (2,4-Dimethyl-1-[3-(2,5-dichlorbenzenesulphonamido)propyl]-pyrrolidine). Isolated yield 67.0%. RXN SMILES: [CH3:1][CH:2]1[CH2:6][CH:5]([CH3:7])[CH2:4][N:3]1[CH2:8][CH2:9][CH2:10][NH2:11].[Cl:12][C:13]1[CH:18]=[CH:17][C:16]([Cl:19])=[CH:15][C:14]=1[S:20](Cl)(=[O:22])=[O:21]>C1C=CC=CC=1>[CH3:1][CH:2]1[CH2:6][CH:5]([CH3:7])[CH2:4][N:3]1[CH2:8][CH2:9][CH2:10][NH:11][S:20]([C:14]1[CH:15]=[C:16]([Cl:19])[CH:17]=[CH:18][C:13]=1[Cl:12])(=[O:22])=[O:21]. Reported procedure: 2,4-Dimethyl-1-(3-aminopropyl) pyrrolidine in (4.7 g, 0.03 mol) benzene (30 ml) was added dropwise at room temperature to a solution of 2,5-dichlorobenzenesulphonylchloride (7.3 g, 0.03 ml) in benzene (100 ml). Thereafter, the mixture was stirred for 4 days at room temperature until the reaction was complete. Finally, the reaction product was obtained as a viscous, oily paste. The benzene mother liquor was decanted. The residue was dissolved in water, the solution was adjusted to pH 9.8 with 10%... The reactants are CN1C=NC2=C1C=CC(=C2)O (1-methyl-1H-benzo[d]imidazol-5-ol), BrC1=CC(=C(C(=O)OC)C=C1)F (methyl 4-bromo-2-fluorobenzoate), C([O-])([O-])=O.[K+].[K+] (potassium carbonate). Solvent: CS(=O)C (dimethylsulfoxide), C(C)(=O)OCC (ethyl acetate). Run at temperature 90 celsius. Yields the product BrC1=CC(=C(C(=O)OC)C=C1)OC1=CC2=C(N(C=N2)C)C=C1 (methyl 4-bromo-2-(1-methyl-1H-benzo[d]imidazol-5-yloxy)benzoate). Reaction SMILES: [CH3:1][N:2]1[C:6]2[CH:7]=[CH:8][C:9]([OH:11])=[CH:10][C:5]=2[N:4]=[CH:3]1.[Br:12][C:13]1[CH:22]=[CH:21][C:16]([C:17]([O:19][CH3:20])=[O:18])=[C:15](F)[CH:14]=1.C(=O)([O-])[O-].[K+].[K+]>CS(C)=O.C(OCC)(=O)C>[Br:12][C:13]1[CH:14]=[CH:15][C:16]([C:17]([O:19][CH3:20])=[O:18])=[C:21]([O:11][C:9]2[CH:8]=[CH:7][C:6]3[N:2]([CH3:1])[CH:3]=[N:4][C:5]=3[CH:10]=2)[CH:22]=1 |f:2.3.4|. Procedure: 1-methyl-1H-benzo[d]imidazol-5-ol (296 mg), methyl 4-bromo-2-fluorobenzoate (311 mg) and potassium carbonate (553 mg) were combined in dimethylsulfoxide and heated to 90° C. overnight. The reaction mixture was diluted with ethyl acetate and washed thoroughly with water and with brine, dried over MgSO4, filtered and concentrated. Reactants: Example 7(e), N[C@@H](CO)C(=O)N[C@@H](CC1=CC=C(C=C1)O)C(=O)N[C@H](CC(C)C)C(=O)N[C@@H](CSC(C)(C)C)C(=O)N[C@@H](CCCNC(N)=N)C(=O)N1[C@H](C(=O)NCC)CCC1.CC(=O)CC(=O)O (H-Ser-Tyr-D-Leu-Cys(But)-Arg-Pro-NH-C2H5 diacetate), N[C@@H](CCC(O)=O)C(=O)N[C@@H](CC1=CNC=N1)C(=O)N[C@@H](CC1=CNC2=CC=CC=C12)C(=O)NN (Glu-His-Trp-NH-NH2). The product is N[C@@H](CCC(O)=O)C(=O)N[C@@H](CC1=CNC=N1)C(=O)N[C@@H](CC1=CNC2=CC=CC=C12)C(=O)N[C@@H](CO)C(=O)N[C@@H](CC1=CC=C(C=C1)O)C(=O)N[C@H](CC(C)C)C(=O)N[C@@H](CSC(C)(C)C)C(=O)N[C@@H](CCCNC(N)=N)C(=O)N1[C@H](C(=O)NCC)CCC1.CC(=O)CC(=O)O (Glu-His-Trp-Ser-Tyr-D-Leu-Cys(But)-Arg-Pro-NH-C2H5 diacetate). Reaction SMILES: [NH2:1][C@H:2]([C:5]([NH:7][C@H:8]([C:17]([NH:19][C@@H:20]([C:25]([NH:27][C@H:28]([C:35]([NH:37][C@H:38]([C:46]([N:48]1[CH2:57][CH2:56][CH2:55][C@H:49]1[C:50]([NH:52][CH2:53][CH3:54])=[O:51])=[O:47])[CH2:39][CH2:40][CH2:41][NH:42][C:43](=[NH:45])[NH2:44])=[O:36])[CH2:29][S:30][C:31]([CH3:34])([CH3:33])[CH3:32])=[O:26])[CH2:21][CH:22]([CH3:24])[CH3:23])=[O:18])[CH2:9][C:10]1[CH:15]=[CH:14][C:13]([OH:16])=[CH:12][CH:11]=1)=[O:6])[CH2:3][OH:4].[CH3:58][C:59]([CH2:61][C:62]([OH:64])=[O:63])=[O:60].[NH2:65][C@H:66]([C:72]([NH:74][C@H:75]([C:82]([NH:84][C@H:85]([C:96](NN)=[O:97])[CH2:86][C:87]1[C:95]2[C:90](=[CH:91][CH:92]=[CH:93][CH:94]=2)[NH:89][CH:88]=1)=[O:83])[CH2:76][C:77]1[N:81]=[CH:80][NH:79][CH:78]=1)=[O:73])[CH2:67][CH2:68][C:69](=[O:71])[OH:70]>>[NH2:65][C@H:66]([C:72]([NH:74][C@H:75]([C:82]([NH:84][C@H:85]([C:96]([NH:1][C@H:2]([C:5]([NH:7][C@H:8]([C:17]([NH:19][C@@H:20]([C:25]([NH:27][C@H:28]([C:35]([NH:37][C@H:38]([C:46]([N:48]1[CH2:57][CH2:56][CH2:55][C@H:49]1[C:50]([NH:52][CH2:53][CH3:54])=[O:51])=[O:47])[CH2:39][CH2:40][CH2:41][NH:42][C:43](=[NH:44])[NH2:45])=[O:36])[CH2:29][S:30][C:31]([CH3:34])([CH3:33])[CH3:32])=[O:26])[CH2:21][CH:22]([CH3:24])[CH3:23])=[O:18])[CH2:9][C:10]1[CH:11]=[CH:12][C:13]([OH:16])=[CH:14][CH:15]=1)=[O:6])[CH2:3][OH:4])=[O:97])[CH2:86][C:87]1[C:95]2[C:90](=[CH:91][CH:92]=[CH:93][CH:94]=2)[NH:89][CH:88]=1)=[O:83])[CH2:76][C:77]1[N:81]=[CH:80][NH:79][CH:78]=1)=[O:73])[CH2:67][CH2:68][C:69](=[O:70])[OH:71].[CH3:58][C:59]([CH2:61][C:62]([OH:64])=[O:63])=[O:60] |f:0.1,3.4|. Procedure: In analogy to Example 7(e) 469.5 mg (0.5 mol) of H-Ser-Tyr-D-Leu-Cys(But)-Arg-Pro-NH-C2H5 -diacetate were reacted with Glu-His-Trp-NH-NH2, worked up and purified over Dowex 1 × 2 (acetate form) and carboxymethyl cellulose. Since the substance was not yet completely pure it was purified in analogy to Example 1(a) on Sephadex LH 20. The reactants are COC1=CC=C(CN2N=NC(=C2C(=O)OCC)C(C2=C(C=C(C=C2)NC(C)=O)[N+](=O)[O-])=O)C=C1 (ethyl 1-(4-methoxybenzyl)-4-(4-acetylamino-2-nitrobenzoyl)-1,2,3-triazole-5-carboxylate), COC1=CC=C(CN2N=NC(=C2C(C2=C(C=C(C=C2)NC(C)=O)[N+](=O)[O-])=O)C(=O)OCC)C=C1 (ethyl 1-(4-methoxybenzyl)-5-(4-acetylamino-2-nitrobenzoyl)-1,2,3-triazole-4-carboxylate). The reagents and catalysts are [Pd] (palladium on carbon). The solvent is C(C)(=O)OCC (ethyl acetate). Reaction conditions: time 4 day. The product is NC1=C(C(=O)C=2N=NN(C2C(=O)OCC)CC2=CC=C(C=C2)OC)C=CC(=C1)NC(C)=O (ethyl 4-(2-amino-4-acetylaminobenzoyl)-1-(4-methoxybenzyl)-1,2,3-triazole-5-carboxylate). Isolated yield 93.0%. As a reaction SMILES: [CH3:1][O:2][C:3]1[CH:34]=[CH:33][C:6]([CH2:7][N:8]2[C:12]([C:13]([O:15][CH2:16][CH3:17])=[O:14])=[C:11]([C:18](=[O:32])[C:19]3[CH:24]=[CH:23][C:22]([NH:25][C:26](=[O:28])[CH3:27])=[CH:21][C:20]=3[N+:29]([O-])=O)[N:10]=[N:9]2)=[CH:5][CH:4]=1.COC1C=CC(CN2C(C(=O)C3C=CC(NC(=O)C)=CC=3[N+]([O-])=O)=C(C(OCC)=O)N=N2)=CC=1>C(OCC)(=O)C.[Pd]>[NH2:29][C:20]1[CH:21]=[C:22]([NH:25][C:26](=[O:28])[CH3:27])[CH:23]=[CH:24][C:19]=1[C:18]([C:11]1[N:10]=[N:9][N:8]([CH2:7][C:6]2[CH:33]=[CH:34][C:3]([O:2][CH3:1])=[CH:4][CH:5]=2)[C:12]=1[C:13]([O:15][CH2:16][CH3:17])=[O:14])=[O:32]. Procedure details: The 3:1 mixture (650 mg, 1.39 mmol) of ethyl 1-(4-methoxybenzyl)-4-(4-acetylamino-2-nitrobenzoyl)-1,2,3-triazole-5-carboxylate (b-1) and ethyl 1-(4-methoxybenzyl)-5-(4-acetylamino-2-nitrobenzoyl)-1,2,3-triazole-4-carboxylate (b-2) prepared in the above step (b) was dissolved in ethyl acetate (29 ml), 10% palladium on carbon (65 mg) was added to the solution, and the mixture was stirred under a hydrogen atmosphere at room temperature for four days. The reaction mixture was filtered through Celite... Product: CCC(Oc1ccccc1N)C(NC(=O)OC(C)(C)C)C(=O)O. RXN SMILES: [C:1]([CH3:2])([CH3:3])([CH3:4])[O:5][C:6](=[O:7])[NH:8][CH:9]([C:10](=[O:11])[OH:12])[CH:13]([CH2:14][CH3:15])[O:16][c:17]1[c:18]([N+:23]([O-:24])=[O:25])[cH:19][cH:20][cH:21][cH:22]1.[CH3:26][OH:27].[Pd:28]>>[C:1]([CH3:2])([CH3:3])([CH3:4])[O:5][C:6](=[O:7])[NH:8][CH:9]([C:10](=[O:11])[OH:12])[CH:13]([CH2:14][CH3:15])[O:16][c:17]1[c:18]([NH2:23])[cH:19][cH:20][cH:21][cH:22]1. The reactants are CCC(Oc1ccccc1[N+](=O)[O-])C(NC(=O)OC(C)(C)C)C(=O)O, CO, [Pd].